Dataset: the Open Reaction Database (ORD), a public repository of structured organic reaction records. Task: describe an organic reaction: reactants, conditions, products, and yield Starting materials: C(=O)NC=1SC=C(N1)CSC1=CC=C(C=C1)N (2-formylamino-4-(4-aminophenylthiomethyl)thiazole), C(C)(=O)OC(C)=O (acetic anhydride), ice water. Run in C(=O)O (formic acid). Run at temperature 50 celsius. Yields the product C(=O)NC=1SC=C(N1)CSC1=CC=C(C=C1)NC=O (2-formylamino-4-(4-formylaminophenylthiomethyl)thiazole). The yield is 96.1%. RXN SMILES: C(O[C:5](=[O:7])C)(=O)C.[CH:8]([NH:10][C:11]1[S:12][CH:13]=[C:14]([CH2:16][S:17][C:18]2[CH:23]=[CH:22][C:21]([NH2:24])=[CH:20][CH:19]=2)[N:15]=1)=[O:9]>C(O)=O>[CH:8]([NH:10][C:11]1[S:12][CH:13]=[C:14]([CH2:16][S:17][C:18]2[CH:23]=[CH:22][C:21]([NH:24][CH:5]=[O:7])=[CH:20][CH:19]=2)[N:15]=1)=[O:9]. Procedure details: A mixture of acetic anhydride (1.84 g) and formic acid (0.9 g) was heated at 50° C. for 0.5 hours with stirring. The solution was cooled at room temperature and to the solution was added the 2-formylamino-4-(4-aminophenylthiomethyl)thiazole (1.6 g). The mixture was stirred at room temperature for 6.5 hours and then the mixture was poured into ice-water. The precipitates were collected by filtration, washed with water and dried in vacuo to give 2-formylamino-4-(4-formylaminophenylthiomethyl)thiaz... The reactants are N(=[N+]=[N-])CCC1=CC=C(C=C1)N1N=C(C(=C1C)C1=CC=CC=C1)C (1-[4-(2-Azidoethyl)phenyl]-3,5-dimethyl-4-phenyl-1H-pyrazole). Reagents/catalysts: [Pd].CC(=O)[O-].CC(=O)[O-].[Pb+2] (Lindlar catalyst). Run in CO (methanol). Reaction conditions: time 5 hour. Yields the product CC1=NN(C(=C1C1=CC=CC=C1)C)C1=CC=C(C=C1)CCN (2-[4-(3,5-Dimethyl-4-phenyl-1H-pyrazol-1-yl)phenyl]ethylamine). Isolated yield 91.9%. RXN SMILES: [N:1]([CH2:4][CH2:5][C:6]1[CH:11]=[CH:10][C:9]([N:12]2[C:16]([CH3:17])=[C:15]([C:18]3[CH:23]=[CH:22][CH:21]=[CH:20][CH:19]=3)[C:14]([CH3:24])=[N:13]2)=[CH:8][CH:7]=1)=[N+]=[N-]>CO.[Pd].CC([O-])=O.CC([O-])=O.[Pb+2]>[CH3:24][C:14]1[C:15]([C:18]2[CH:19]=[CH:20][CH:21]=[CH:22][CH:23]=2)=[C:16]([CH3:17])[N:12]([C:9]2[CH:8]=[CH:7][C:6]([CH2:5][CH2:4][NH2:1])=[CH:11][CH:10]=2)[N:13]=1 |f:2.3.4.5|. Procedure: To a solution of 1-[4-(2-azidoethyl)phenyl]-3,5-dimethyl-4-phenyl-1H-pyrazole (step 2, 196 mg, 0.62 mmol) in methanol (10 mL) was added Lindlar catalyst (100 mg). The resulting mixture was stirred for 5 h under hydrogen atmosphere. The mixture was filtered through a pad of Celite and the filtrate was concentrated to give 166 mg (92%) of the title compound as colorless oil: MS (ESI) m/z 292 [M+H]+, 1H-NMR (CDCl3) δ 7.47-7.39 (4H, m), 7.34-7.29 (5H, m), 3.01 (2H, t, J=6.8 Hz), 2.81 (2H, t, J=6.8 H... Starting materials: BrC=1C=C(C(=O)O)C=C(C1)C(F)(F)F (3-bromo-5-(trifluoromethyl)benzoic acid), OS(=O)(=O)O (H2SO4), CO (MeOH). Yields the product BrC=1C=C(C(=O)OC)C=C(C1)C(F)(F)F (methyl 3-bromo-5-(trifluoromethyl)benzoate). The yield is 92.0%. As a reaction SMILES: [Br:1][C:2]1[CH:3]=[C:4]([CH:8]=[C:9]([C:11]([F:14])([F:13])[F:12])[CH:10]=1)[C:5]([OH:7])=[O:6].OS(O)(=O)=O.[CH3:20]O>>[Br:1][C:2]1[CH:3]=[C:4]([CH:8]=[C:9]([C:11]([F:12])([F:13])[F:14])[CH:10]=1)[C:5]([O:7][CH3:20])=[O:6]. Procedure details: To a solution of 3-bromo-5-(trifluoromethyl)benzoic acid (12.43 g, 0.04620 mol) in MeOH (200 mL) was added H2SO4 (8 mL). The reaction mixture was heated at reflux overnight and then concentrated to small volume. The residue was extracted with EtOAc and washed with water, brine, aq. sat. NaHCO3, and brine. The organic solution was concentrated to give methyl 3-bromo-5-(trifluoromethyl)benzoate (12.7 g, 92%). 1H NMR (300 MHz, CDCl3) δ: 8.36 (s, 1H), 8.23 (s, 1H), 7.95 (s, 1H), and 3.97 (s, 3H). Starting materials: TEA, C1(=CC=CC=C1)B(O)O (phenylboronic acid), BrC1=CC(=C(C=C1)O)F (4-bromo-2-fluorophenol), cupric acetate. Solvent: C(Cl)Cl (DCM). Run at time 24 hour. The product is BrC1=CC(=C(C=C1)OC1=CC=CC=C1)F (4-Bromo-2-fluoro-1-phenoxy-benzene). Reaction SMILES: [C:1]1(B(O)O)[CH:6]=[CH:5][CH:4]=[CH:3][CH:2]=1.[Br:10][C:11]1[CH:16]=[CH:15][C:14]([OH:17])=[C:13]([F:18])[CH:12]=1>C(Cl)Cl>[Br:10][C:11]1[CH:16]=[CH:15][C:14]([O:17][C:1]2[CH:6]=[CH:5][CH:4]=[CH:3][CH:2]=2)=[C:13]([F:18])[CH:12]=1. Procedure details: To a stirred mixture of phenylboronic acid (1.20 g, 9.85 mmol) and 4-bromo-2-fluorophenol (0.94 g, 4.92 mmol) in DCM (50.00 mL) was added cupric acetate (1.34 g, 7.39 mmol), powdered 4 A molecular sieves and TEA (3.43 mL, 24.6 mmol) at rt. The resulting mixture was then stirred at rt for 24 h at ambient atmosphere. The solvent was then removed under reduced pressure and the resulting residue was purified by flash chromatography (5% EtOAc in hexane). Reactants: CN(C)CC1CCc2cc(NC(=O)c3ccc(-c4ccc(NC(=O)C(F)(F)F)cc4)cc3)ccc2C1, CO, [Na+], C1CCOC1, [OH-]. Yields the product CN(C)CC1CCc2cc(NC(=O)c3ccc(-c4ccc(N)cc4)cc3)ccc2C1. As a reaction SMILES: [CH3:1][N:2]([CH3:3])[CH2:4][CH:5]1[CH2:6][c:7]2[cH:8][cH:9][c:10]([NH:15][C:16](=[O:17])[c:18]3[cH:19][cH:20][c:21](-[c:24]4[cH:25][cH:26][c:27]([NH:30][C:31](=[O:32])[C:33]([F:34])([F:35])[F:36])[cH:28][cH:29]4)[cH:22][cH:23]3)[cH:11][c:12]2[CH2:13][CH2:14]1.[CH3:37][OH:38].[Na+:40].[O:41]1[CH2:42][CH2:43][CH2:44][CH2:45]1.[OH-:39]>>[CH3:1][N:2]([CH3:3])[CH2:4][CH:5]1[CH2:6][c:7]2[cH:8][cH:9][c:10]([NH:15][C:16](=[O:17])[c:18]3[cH:19][cH:20][c:21](-[c:24]4[cH:25][cH:26][c:27]([NH2:30])[cH:28][cH:29]4)[cH:22][cH:23]3)[cH:11][c:12]2[CH2:13][CH2:14]1.